From a dataset of the Open Reaction Database (ORD), a public repository of structured organic reaction records. describe an organic reaction: reactants, conditions, products, and yield Starting materials: CC1=C(C=C(C=C1)[N+](=O)[O-])NC1=NC=CC(=N1)C=1C=NC=CC1 (N-(2-methyl-5-nitrophenyl)-4-(3-pyridyl)-2-pyrimidine-amine). The reagents and catalysts are [Pd] (palladium). Solvent: C(C)(=O)OCC (ethyl acetate). Yields the product NC=1C=CC(=C(C1)NC1=NC=CC(=N1)C=1C=NC=CC1)C (N-(5-amino-2-methylphenyl)-4-(3-pyridyl)-2-pyrimidine-amine). Reaction SMILES: [CH3:1][C:2]1[CH:7]=[CH:6][C:5]([N+:8]([O-])=O)=[CH:4][C:3]=1[NH:11][C:12]1[N:17]=[C:16]([C:18]2[CH:19]=[N:20][CH:21]=[CH:22][CH:23]=2)[CH:15]=[CH:14][N:13]=1>C(OCC)(=O)C.[Pd]>[NH2:8][C:5]1[CH:6]=[CH:7][C:2]([CH3:1])=[C:3]([NH:11][C:12]2[N:17]=[C:16]([C:18]3[CH:19]=[N:20][CH:21]=[CH:22][CH:23]=3)[CH:15]=[CH:14][N:13]=2)[CH:4]=1. Reported procedure: A suspension of 143.0 g (0.46 mol) of N-(2-methyl-5-nitrophenyl)-4-(3-pyridyl)-2-pyrimidine-amine in 7.15 liters of ethyl acetate is stirred with 14.3 g of palladium on active carbon (10% Pd) under a hydrogen atmosphere at normal pressure for 6.5 hours. The suspension is filtered and the filtrate is concentrated in a rotary evaporator. The crude product is recrystallised from methylene chloride, yielding N-(5-amino-2-methylphenyl)-4-(3-pyridyl)-2-pyrimidine-amine; m.p. 138°-140°, Rf =0.36 (methy... Reactants: NCC=1C=CC2=C(NC3=C(S2)N=CC=N3)C1 (8-(aminomethyl)-10H-pyrazino[2,3-b][1,4]benzothiazine), CO (methanol), solution, Cl (hydrogen chloride). Run in C(C)(=O)OCC (ethyl acetate), C(C)(=O)OCC (ethyl acetate). Yields the product Cl.NCC=1C=CC2=C(NC3=C(S2)N=CC=N3)C1 (8-(Aminomethyl)10H-pyrazino[2,3-b][1,4]benzothiazine hydrochloride). Reaction SMILES: [NH2:1][CH2:2][C:3]1[CH:4]=[CH:5][C:6]2[S:11][C:10]3[N:12]=[CH:13][CH:14]=[N:15][C:9]=3[NH:8][C:7]=2[CH:16]=1.CO.[ClH:19]>C(OCC)(=O)C>[ClH:19].[NH2:1][CH2:2][C:3]1[CH:4]=[CH:5][C:6]2[S:11][C:10]3[N:12]=[CH:13][CH:14]=[N:15][C:9]=3[NH:8][C:7]=2[CH:16]=1 |f:4.5|. Procedure: To a solution of 5.0 g of 8-(aminomethyl)-10H-pyrazino[2,3-b][1,4]benzothiazine in a mixture of dry methanol (5 ml)/ethyl acetate (30 ml) was added 10 ml of a solution of 22 g of hydrogen chloride in 500 ml of ethyl acetate and the resulting mixture was subjected to ultrasonication. To the crystals thus precipitated was added diethyl ether followed by filtration. Thus, the title compound was obtained as orange crystals almost quantitatively. The reactants are C(C)[SiH](CC)CC (Triethylsilane), FC(C(=O)O)(F)F (trifluoroacetic acid), BrC1=CC=C(C=C1)C1=CC=C(S1)C(C=CC1=C(C(=C(C=C1)O)Cl)Cl)=O (1-(5-(4-Bromophenyl)thien-2-yl)-3-(2,3-dichloro-4-hydroxyphenyl)prop-2-en-1-one). The solvent is ClCCl (dichloromethane). Run at time 16 hour. Product: BrC1=CC=C(C=C1)C1=CC=C(S1)C(CCC1=C(C(=C(C=C1)O)Cl)Cl)=O (1-(5-(4-bromophenyl)thien-2-yl)-3-(2,3-dichloro-4-hydroxyphenyl)propan-1-one). Reaction SMILES: [Br:1][C:2]1[CH:7]=[CH:6][C:5]([C:8]2[S:12][C:11]([C:13](=[O:25])[CH:14]=[CH:15][C:16]3[CH:21]=[CH:20][C:19]([OH:22])=[C:18]([Cl:23])[C:17]=3[Cl:24])=[CH:10][CH:9]=2)=[CH:4][CH:3]=1.C([SiH](CC)CC)C.FC(F)(F)C(O)=O>ClCCl>[Br:1][C:2]1[CH:3]=[CH:4][C:5]([C:8]2[S:12][C:11]([C:13](=[O:25])[CH2:14][CH2:15][C:16]3[CH:21]=[CH:20][C:19]([OH:22])=[C:18]([Cl:23])[C:17]=3[Cl:24])=[CH:10][CH:9]=2)=[CH:6][CH:7]=1. Reported procedure: 1-(5-(4-Bromophenyl)thien-2-yl)-3-(2,3-dichloro-4-hydroxyphenyl)prop-2-en-1-one is dissolved in dichloromethane (0.7 g, 1.5 mol/L). Triethylsilane (2.1 eq.) and trifluoroacetic acid (8 eq.) are successively added dropwise. After stirring for 16 hours at room temperature, the reaction mixture is washed with water and then the dichloromethane is removed by evaporation under reduced pressure. The evaporation residue is purified by silica-gel chromatography Starting materials: CC(C)(C)OC(=O)N1CCC(=C(Br)c2ccccc2)CC1, C1CCOC1, C[Sn](C)(C)c1cncc(CCC(=O)O)c1. Yields the product CC(C)(C)OC(=O)N1CCC(=C(c2ccccc2)c2cncc(CCC(=O)O)c2)CC1. As a reaction SMILES: [C:16]([CH3:17])([CH3:18])([CH3:19])[O:20][C:21](=[O:22])[N:23]1[CH2:24][CH2:25][C:26](=[C:29]([c:30]2[cH:31][cH:32][cH:33][cH:34][cH:35]2)[Br:36])[CH2:27][CH2:28]1.[CH2:37]1[O:38][CH2:39][CH2:40][CH2:41]1.[CH3:1][Sn:2]([c:3]1[cH:4][n:5][cH:6][c:7]([CH2:9][CH2:10][C:11](=[O:12])[OH:13])[cH:8]1)([CH3:14])[CH3:15]>>[c:3]1([C:29](=[C:26]2[CH2:25][CH2:24][N:23]([C:21]([O:20][C:16]([CH3:17])([CH3:18])[CH3:19])=[O:22])[CH2:28][CH2:27]2)[c:30]2[cH:31][cH:32][cH:33][cH:34][cH:35]2)[cH:4][n:5][cH:6][c:7]([CH2:9][CH2:10][C:11](=[O:12])[OH:13])[cH:8]1. Starting materials: ClC1=C(C(=O)O)C(=CC=C1)I (2-chloro-6-iodobenzoic acid), C1CCOC1 (THF), C(C(=O)Cl)(=O)Cl (oxalyl chloride), N (ammonia). Run in C(Cl)Cl (DCM). The product is ClC1=C(C(=O)N)C(=CC=C1)I (2-chloro-6-iodobenzamide). Reaction SMILES: [Cl:1][C:2]1[CH:10]=[CH:9][CH:8]=[C:7]([I:11])[C:3]=1[C:4](O)=[O:5].C(Cl)(=O)C(Cl)=O.[NH3:18].C1COCC1>C(Cl)Cl>[Cl:1][C:2]1[CH:10]=[CH:9][CH:8]=[C:7]([I:11])[C:3]=1[C:4]([NH2:18])=[O:5]. Reported procedure: The title compound was prepared according to the procedure described in step-2 of Intermediate-26 by using 2-chloro-6-iodobenzoic acid (2.7 g, 9.6 mmol), oxalyl chloride (1.4 g, 11.5 mmol), ammonia gas, THF (20 mL) and DCM (10 mL) to afford 2.3 g of the desired product. 1H NMR (300 MHz, DMSO d6): δ 7.11 (t, J=7.8 Hz, 1H), 7.49 (d, J=8.4 Hz, 1H), 7.73 (s, 1H), 7.80 (d, J=7.8 Hz, 1H), 8.00 (s, 1H); MS (m/z): 281.98 (M+H)+. Reactants: CCNC(=O)Nc1cc(-c2nc(C(F)(F)F)cs2)c(-c2ccc3c(c2)c(=O)c(C(=O)OCC)cn3C(C)CO)cn1, CO, Cl, [Li+], C1CCOC1, [OH-], O. Yields the product CCNC(=O)Nc1cc(-c2nc(C(F)(F)F)cs2)c(-c2ccc3c(c2)c(=O)c(C(=O)O)cn3C(C)CO)cn1. Reaction SMILES: [CH2:1]([CH3:2])[NH:3][C:4]([NH:5][c:6]1[cH:7][c:8](-[c:32]2[s:33][cH:34][c:35]([C:37]([F:38])([F:39])[F:40])[n:36]2)[c:9](-[c:12]2[cH:13][c:14]3[c:15](=[O:31])[c:16]([C:26](=[O:27])[O:28][CH2:29][CH3:30])[cH:17][n:18]([CH:22]([CH2:23][OH:24])[CH3:25])[c:19]3[cH:20][cH:21]2)[cH:10][n:11]1)=[O:41].[CH3:50][OH:51].[ClH:44].[Li+:42].[O:45]1[CH2:46][CH2:47][CH2:48][CH2:49]1.[OH-:43].[OH2:52]>>[CH2:1]([CH3:2])[NH:3][C:4]([NH:5][c:6]1[cH:7][c:8](-[c:32]2[s:33][cH:34][c:35]([C:37]([F:38])([F:39])[F:40])[n:36]2)[c:9](-[c:12]2[cH:13][c:14]3[c:15](=[O:31])[c:16]([C:26](=[O:27])[OH:28])[cH:17][n:18]([CH:22]([CH2:23][OH:24])[CH3:25])[c:19]3[cH:20][cH:21]2)[cH:10][n:11]1)=[O:41]. The reactants are C1CCC2=NCCCN2CC1, CCOc1cccc2c1C(N)=NS(=O)(=O)O2, O=C=NC1CCCCC1, C1CCOC1. The product is CCOc1cccc2c1C(NC(=O)NC1CCCCC1)=NS(=O)(=O)O2. Reaction SMILES: [CH2:26]1[CH2:27][CH2:28][C:29]2=[N:34][CH2:33][CH2:32][CH2:31][N:30]2[CH2:35][CH2:36]1.[NH2:1][C:2]1=[N:3][S:4](=[O:15])(=[O:16])[O:5][c:6]2[c:7]1[c:8]([O:12][CH2:13][CH3:14])[cH:9][cH:10][cH:11]2.[O:17]=[C:18]=[N:19][CH:20]1[CH2:21][CH2:22][CH2:23][CH2:24][CH2:25]1.[O:37]1[CH2:38][CH2:39][CH2:40][CH2:41]1>>[NH:1]([C:2]1=[N:3][S:4](=[O:15])(=[O:16])[O:5][c:6]2[c:7]1[c:8]([O:12][CH2:13][CH3:14])[cH:9][cH:10][cH:11]2)[C:18](=[O:17])[NH:19][CH:20]1[CH2:21][CH2:22][CH2:23][CH2:24][CH2:25]1. Reactants: Cl.CN1CC(CCC1)C(=O)O (1-methyl-3-piperidinecarboxylic acid hydrochloride), N1(CCCCC1)CCCC(=O)OCC (ethyl 4-piperidinobutyrate), Cl (hydrochloric acid). The product is Cl.N1(CCCCC1)CCCC(=O)O (4-Piperidinobutyric acid hydrochloride). As a reaction SMILES: [ClH:1].CN1CCCC(C(O)=O)C1.[N:12]1([CH2:18][CH2:19][CH2:20][C:21]([O:23]CC)=[O:22])[CH2:17][CH2:16][CH2:15][CH2:14][CH2:13]1.Cl>>[ClH:1].[N:12]1([CH2:18][CH2:19][CH2:20][C:21]([OH:23])=[O:22])[CH2:17][CH2:16][CH2:15][CH2:14][CH2:13]1 |f:0.1,4.5|. Procedure: 4-Piperidinobutyric acid hydrochloride may be obtained by working according to the method described in Example 4 for the preparation of 1-methyl-3-piperidinecarboxylic acid hydrochloride, but starting with ethyl 4-piperidinobutyrate (19.9 g) and 6N aqueous hydrochloric acid solution (66.5 cc), and by heating for 24 hours under reflux. 4-Piperidinobutyric acid hydrochloride (16.3 g), m.p. 190° C., is thereby obtained. Reactants: CS(=O)(=O)OC[C@@H]1[C@H](CCCC1)NC(OC(C)(C)C)=O (tert-butyl N-[(1S,2S)-2-(methylsulfonyloxymethyl)cyclohexyl]carbamate), [C-]#N.[K+] (potassium cyanide), O (water). Run in CS(=O)C (DMSO). Reaction conditions: temperature 90 celsius. Product: C(#N)C[C@@H]1[C@H](CCCC1)NC(OC(C)(C)C)=O (tert-butyl N-[(1S,2R)-2-(cyanomethyl)cyclohexyl]carbamate). As a reaction SMILES: CS(O[CH2:6][C@H:7]1[CH2:12][CH2:11][CH2:10][CH2:9][C@@H:8]1[NH:13][C:14](=[O:20])[O:15][C:16]([CH3:19])([CH3:18])[CH3:17])(=O)=O.[C-:21]#[N:22].[K+].O>CS(C)=O>[C:21]([CH2:6][C@H:7]1[CH2:12][CH2:11][CH2:10][CH2:9][C@@H:8]1[NH:13][C:14](=[O:20])[O:15][C:16]([CH3:19])([CH3:18])[CH3:17])#[N:22] |f:1.2|. Procedure details: A solution of tert-butyl N-[(1S,2S)-2-(methylsulfonyloxymethyl)cyclohexyl]carbamate (1.8 g) in dry DMSO was added with potassium cyanide (0.52 g, 7.76 mL) and the mixture was then heated at 90° C. under N2 for 4 hours. The mixture was cooled and then poured on to water (50 mL) and extracted with ether (3×30 mL). The combined organic phases were washed with brine and concentrated in vacuo to provide the title compound. The solvent is C(C)#N (acetonitrile). Yields the product C[Si](N=[S@](C1=CC=CC=C1)(=O)C)(C)C ((S)-trimethyl{[methyl(oxo)phenyl-λ6-sulfanylidene]amino}silane). The reactants are C[Si](C)(C)N(CC)CC ((trimethylsilyl)diethylamine), C[S@@](=O)(=N)C1=CC=CC=C1 ((S)-(+)-S-methyl-S-phenylsulphoximine), C[Si](C)(C)N(CC)CC ((trimethylsilyl)diethylamine). Procedure: To a stirred pre-warmed solution of (S)-(+)-S-methyl-S-phenylsulphoximine (3 g, 18.7 mmol) in acetonitrile (2 mL) at 65° C. was added (trimethylsilyl)diethylamine (4.12 g, 21.1 mmol) dropwise via a syringe. The reaction was maintained at 65° C. and stirred for 3 hours. Additional amount of (trimethylsilyl)diethylamine (2 mL, 10.2 mmol) was added and the reaction mixture was stirred at 65° C. overnight. The reaction was then concentrated under reduced pressure and dried under vacuum to give the t... Reaction conditions: temperature 65 celsius, time 3 hour. Reaction SMILES: [CH3:1][S@:2]([C:5]1[CH:10]=[CH:9][CH:8]=[CH:7][CH:6]=1)(=[NH:4])=[O:3].[CH3:11][Si:12](N(CC)CC)([CH3:14])[CH3:13]>C(#N)C>[CH3:11][Si:12]([CH3:14])([CH3:13])[N:4]=[S@@:2]([CH3:1])(=[O:3])[C:5]1[CH:10]=[CH:9][CH:8]=[CH:7][CH:6]=1.